Dataset: the Open Reaction Database (ORD), a public repository of structured organic reaction records. Task: describe an organic reaction: reactants, conditions, products, and yield Reactants: COC(=O)C(Br)Cc1ccc(OCc2nc(-c3ccccc3)oc2C)c(F)c1, Cc1ccccc1, Cl. Reaction SMILES: [Br:1][CH:2]([C:3](=[O:4])[O:5][CH3:6])[CH2:7][c:8]1[cH:9][c:10]([F:28])[c:11]([O:14][CH2:15][c:16]2[n:17][c:18](-[c:22]3[cH:23][cH:24][cH:25][cH:26][cH:27]3)[o:19][c:20]2[CH3:21])[cH:12][cH:13]1.[CH3:30][c:31]1[cH:32][cH:33][cH:34][cH:35][cH:36]1.[ClH:29]>>[CH:2]([C:3](=[O:4])[O:5][CH3:6])=[CH:7][c:8]1[cH:9][c:10]([F:28])[c:11]([O:14][CH2:15][c:16]2[n:17][c:18](-[c:22]3[cH:23][cH:24][cH:25][cH:26][cH:27]3)[o:19][c:20]2[CH3:21])[cH:12][cH:13]1. The product is COC(=O)C=Cc1ccc(OCc2nc(-c3ccccc3)oc2C)c(F)c1. Yields the product ClCCCSc1ccccc1Br. RXN SMILES: [Br:1][c:2]1[c:3]([SH:8])[cH:4][cH:5][cH:6][cH:7]1.[Br:9][CH2:10][CH2:11][CH2:12][Cl:13]>>[Br:1][c:2]1[c:3]([S:8][CH2:10][CH2:11][CH2:12][Cl:13])[cH:4][cH:5][cH:6][cH:7]1. Starting materials: Sc1ccccc1Br, ClCCCBr. Starting materials: COC(=O)CCCC=CCN1C(=O)c2ccccc2C1=O, CC(C)=O, Cl, O. Product: O=C(O)CCCC=CCN1C(=O)c2ccccc2C1=O. RXN SMILES: [C:1]1(=[O:21])[c:2]2[c:3]([cH:17][cH:18][cH:19][cH:20]2)[C:4](=[O:16])[N:5]1[CH2:6][CH:7]=[CH:8][CH2:9][CH2:10][CH2:11][C:12](=[O:13])[O:14][CH3:15].[CH3:22][C:23](=[O:24])[CH3:25].[ClH:26].[OH2:27]>>[C:1]1(=[O:21])[c:2]2[c:3]([cH:17][cH:18][cH:19][cH:20]2)[C:4](=[O:16])[N:5]1[CH2:6][CH:7]=[CH:8][CH2:9][CH2:10][CH2:11][C:12](=[O:13])[OH:14]. Starting materials: COC(C)(C)C, CC1(C)OCC(CO)O1, CN(C)C=O, [Cl-], CCOCSc1nsc(Cl)n1, [H-], [Na+], [Na+]. Yields the product CCOCSc1nsc(OCC2COC(C)(C)O2)n1. Reaction SMILES: [C:25]([O:26][CH3:27])([CH3:28])([CH3:29])[CH3:30].[CH3:12][C:13]1([CH3:20])[O:14][CH2:15][CH:16]([CH2:18][OH:19])[O:17]1.[CH3:31][N:32]([CH3:33])[CH:34]=[O:35].[Cl-:24].[Cl:1][c:2]1[n:3][c:4]([S:7][CH2:8][O:9][CH2:10][CH3:11])[n:5][s:6]1.[H-:21].[Na+:22].[Na+:23]>>[c:2]1([O:19][CH2:18][CH:16]2[CH2:15][O:14][C:13]([CH3:12])([CH3:20])[O:17]2)[n:3][c:4]([S:7][CH2:8][O:9][CH2:10][CH3:11])[n:5][s:6]1.